Dataset: the Open Reaction Database (ORD), a public repository of structured organic reaction records. Task: describe an organic reaction: reactants, conditions, products, and yield Reactants: ClC=1C2=C(N=CN1)SC=C2C2=NC=CC=C2 (2-[4-chlorothieno[2,3-d]pyrimidin-5-yl]pyridine), TEA, C1(CCC(CC1)N)N (cyclohexane-1,4-diamine). Run in CN(C=O)C (N,N-dimethylformamide). Conditions: time 8 hour. Yields the product N1=C(C=CC=C1)C1=CSC=2N=CN=C(C21)NC2CCC(CC2)N (1-N-[5-(pyridin-2-yl)thieno[2,3-d]pyrimidin-4-yl]cyclohexane-1,4-diamine). Reaction SMILES: Cl[C:2]1[C:3]2[C:10]([C:11]3[CH:16]=[CH:15][CH:14]=[CH:13][N:12]=3)=[CH:9][S:8][C:4]=2[N:5]=[CH:6][N:7]=1.[CH:17]1([NH2:24])[CH2:22][CH2:21][CH:20]([NH2:23])[CH2:19][CH2:18]1>CN(C)C=O>[N:12]1[CH:13]=[CH:14][CH:15]=[CH:16][C:11]=1[C:10]1[C:3]2[C:2]([NH:23][CH:20]3[CH2:21][CH2:22][CH:17]([NH2:24])[CH2:18][CH2:19]3)=[N:7][CH:6]=[N:5][C:4]=2[S:8][CH:9]=1. Procedure details: A 100-mL round-bottom flask was charged with 2-[4-chlorothieno[2,3-d]pyrimidin-5-yl]pyridine (1.0 g, 4.04 mmol, 1.00 equiv), N,N-dimethylformamide (10 mL), TEA (1.2 g, 11.86 mmol, 2.94 equiv) and cyclohexane-1,4-diamine (2.8 g, 24.52 mmol, 6.07 equiv). The resulting solution was stirred overnight at room temperature. The reaction was then quenched by the addition of 50 mL of water. The resulting solution was extracted with 4×50 mL of ethyl acetate and the organic layers combined. The resulting m...